This data is from the Open Reaction Database (ORD), a public repository of structured organic reaction records. The task is: describe an organic reaction: reactants, conditions, products, and yield Yields the product OC(COC(CCCCCCCCCCC)=O)C=1C=C(OC1)[Si](CC)(CC)CC (4-(1-hydroxy-2-dodecanoyloxyethyl)-2-triethylsilylfuran). Reported procedure: 4-(1,2-Dihydroxyethyl)-2-triethylsilylfuran (prepared substantially as described above using 5-triethylsilyl-3-furaldehyde in place of the corresponding trimethylsilyl furaldehyde) is reacted with dodecanoyl chloride in the presence of triethylamine to give 4-(1-hydroxy-2-dodecanoyloxyethyl)-2-triethylsilylfuran. Treating this 1-hydroxy compound with acetic anhydride and pyridine gives 4-(1-acetoxy-2-dodecanoyl-oxyethyl)-2-triethylsilylfuran. Reactants: OC(CO)C=1C=C(OC1)[Si](CC)(CC)CC (4-(1,2-Dihydroxyethyl)-2-triethylsilylfuran), C(C)[Si](C1=CC(=CO1)C=O)(CC)CC (5-triethylsilyl-3-furaldehyde), C[Si](C)(C)C1=C(OC=C1)C=O (trimethylsilyl furaldehyde), C(CCCCCCCCCCC)(=O)Cl (dodecanoyl chloride). The solvent is C(C)N(CC)CC (triethylamine). Reaction SMILES: [OH:1][CH:2]([C:5]1[CH:6]=[C:7]([Si:10]([CH2:15][CH3:16])([CH2:13][CH3:14])[CH2:11][CH3:12])[O:8][CH:9]=1)[CH2:3][OH:4].C([Si](CC)(CC)C1OC=C(C=O)C=1)C.C[Si](C1C=COC=1C=O)(C)C.[C:42](Cl)(=[O:54])[CH2:43][CH2:44][CH2:45][CH2:46][CH2:47][CH2:48][CH2:49][CH2:50][CH2:51][CH2:52][CH3:53]>C(N(CC)CC)C>[OH:1][CH:2]([C:5]1[CH:6]=[C:7]([Si:10]([CH2:13][CH3:14])([CH2:11][CH3:12])[CH2:15][CH3:16])[O:8][CH:9]=1)[CH2:3][O:4][C:42](=[O:54])[CH2:43][CH2:44][CH2:45][CH2:46][CH2:47][CH2:48][CH2:49][CH2:50][CH2:51][CH2:52][CH3:53]. Reactants: ClC=1C=CC=2N(N1)C(=NN2)C(C=2C=C1C=CC=NC1=CC2)(F)F (6-((6-chloro-[1,2,4]triazolo[4,3-b]pyridazin-3-yl)difluoromethyl)quinoline), C(CCC)[Sn](C(=C)OCC)(CCCC)CCCC (tributyl(1-ethoxyvinyl)stannane), FC1=C2C=NN(C2=CC(=C1C(C)C1=CN=C2N1N=C(C=C2)C(C)=O)F)C (1-(3-(1-(4,6-Difluoro-1-methyl-1H-indazol-5-yl)ethyl)imidazo[1,2-b]pyridazin-6-yl)ethanone). The reagents and catalysts are Cl[Pd]([P](C1=CC=CC=C1)(C2=CC=CC=C2)C3=CC=CC=C3)([P](C4=CC=CC=C4)(C5=CC=CC=C5)C6=CC=CC=C6)Cl (PdCl2(PPh3)2). Solvent: O1CCOCC1 (1,4-dioxane). Product: FC(C1=NN=C2N1N=C(C=C2)C(C)=O)(C=2C=C1C=CC=NC1=CC2)F (1-(3-(Difluoro(quinolin-6-yl)methyl)-[1,2,4]triazolo[4,3-b]pyridazin-6-yl)ethanone). The yield is 35.2%. Reaction SMILES: Cl[C:2]1[CH:3]=[CH:4][C:5]2[N:6]([C:8]([C:11]([F:23])([F:22])[C:12]3[CH:13]=[C:14]4[C:19](=[CH:20][CH:21]=3)[N:18]=[CH:17][CH:16]=[CH:15]4)=[N:9][N:10]=2)[N:7]=1.C([Sn](CCCC)(CCCC)[C:29]([O:31]CC)=[CH2:30])CCC.FC1C(C(C2N3N=C(C(=O)C)C=CC3=NC=2)C)=C(F)C=C2C=1C=NN2C>O1CCOCC1.Cl[Pd](Cl)([P](C1C=CC=CC=1)(C1C=CC=CC=1)C1C=CC=CC=1)[P](C1C=CC=CC=1)(C1C=CC=CC=1)C1C=CC=CC=1>[F:22][C:11]([F:23])([C:12]1[CH:13]=[C:14]2[C:19](=[CH:20][CH:21]=1)[N:18]=[CH:17][CH:16]=[CH:15]2)[C:8]1[N:6]2[N:7]=[C:2]([C:29](=[O:31])[CH3:30])[CH:3]=[CH:4][C:5]2=[N:10][N:9]=1 |^1:76,95|. Reported procedure: The title compound as a light yellow oil (180 mg, 30%, 80% pure) was synthesized from 6-((6-chloro-[1,2,4]triazolo[4,3-b]pyridazin-3-yl)difluoromethyl)quinoline (500 mg, 1.507 mmol), tributyl(1-ethoxyvinyl)stannane (2.55 ml, 7.54 mmol) and PdCl2(PPh3)2 (106 mg, 0.151 mmol) in 1,4-dioxane using the same procedure as described in the synthesis of compound 31.4. 1H-NMR (400 MHz, MeOH-d4) δ ppm 9.17 (s, 1H), 8.91 (d, 1H), 8.65 (s, 1H), 8.43 (d, 1H), 8.28 (q, 2H), 7.96 (d, 1H), 7.92 (m, 1H), 2.61 (s,... Product: O=C1c2ccccc2C(=O)N1CCc1cccc([N+](=O)[O-])c1. Reaction SMILES: [N+:1](=[O:2])([O-:3])[c:4]1[cH:5][c:6]([CH2:7][CH2:8][OH:9])[cH:10][cH:11][cH:12]1.[O:32]=[C:33]1[NH:34][C:35](=[O:36])[c:37]2[cH:38][cH:39][cH:40][cH:41][c:42]21.[O:43]1[CH2:44][CH2:45][CH2:46][CH2:47]1.[c:13]1([P:14]([c:15]2[cH:16][cH:17][cH:18][cH:19][cH:20]2)[c:21]2[cH:22][cH:23][cH:24][cH:25][cH:26]2)[cH:27][cH:28][cH:29][cH:30][cH:31]1>>[N+:1](=[O:2])([O-:3])[c:4]1[cH:5][c:6]([CH2:7][CH2:8][N:34]2[C:33](=[O:32])[c:42]3[c:37]([cH:38][cH:39][cH:40][cH:41]3)[C:35]2=[O:36])[cH:10][cH:11][cH:12]1. Reactants: O=[N+]([O-])c1cccc(CCO)c1, O=C1NC(=O)c2ccccc21, C1CCOC1, c1ccc(P(c2ccccc2)c2ccccc2)cc1. Yields the product OCCCOc1c(Cl)cc(OCC=C(Cl)Cl)cc1Cl. The reactants are [Br-], OCCCBr, Cc1ccccc1, C[P+](C)(C)c1ccccc1, Oc1c(Cl)cc(OCC=C(Cl)Cl)cc1Cl, [Na+], [OH-], O, O=S(=O)(O)O. As a reaction SMILES: [Br-:6].[Br:1][CH2:2][CH2:3][CH2:4][OH:5].[CH3:39][c:40]1[cH:41][cH:42][cH:43][cH:44][cH:45]1.[CH3:7][P+:8]([CH3:9])([CH3:10])[c:11]1[cH:12][cH:13][cH:14][cH:15][cH:16]1.[Cl:17][c:18]1[c:19]([OH:31])[c:20]([Cl:30])[cH:21][c:22]([O:24][CH2:25][CH:26]=[C:27]([Cl:28])[Cl:29])[cH:23]1.[Na+:33].[OH-:32].[OH2:46].[S:34](=[O:35])(=[O:36])([OH:37])[OH:38]>>[CH2:2]([CH2:3][CH2:4][OH:5])[O:31][c:19]1[c:18]([Cl:17])[cH:23][c:22]([O:24][CH2:25][CH:26]=[C:27]([Cl:28])[Cl:29])[cH:21][c:20]1[Cl:30]. Starting materials: [Li]c1ccc(Br)cc1, CC(=O)O, C1CCOC1, CCC(=O)c1ccc(O)cc1. Product: CCC(O)(c1ccc(O)cc1)c1ccc(Br)cc1. Reaction SMILES: [Br:1][c:2]1[cH:3][cH:4][c:5]([Li:8])[cH:6][cH:7]1.[CH3:25][C:26](=[O:27])[OH:28].[O:20]1[CH2:21][CH2:22][CH2:23][CH2:24]1.[OH:9][c:10]1[cH:11][cH:12][c:13]([C:16]([CH2:17][CH3:18])=[O:19])[cH:14][cH:15]1>>[Br:1][c:2]1[cH:3][cH:4][c:5]([C:16]([c:13]2[cH:12][cH:11][c:10]([OH:9])[cH:15][cH:14]2)([CH2:17][CH3:18])[OH:19])[cH:6][cH:7]1. Starting materials: C(CCC)[Li] (n-butyllithium), COC=1C=C2C=CC(=CC2=CC1)C(=O)C=1N=CN(C1)C(C1=CC=CC=C1)(C1=CC=CC=C1)C1=CC=CC=C1 ((6-methoxynaphthalen-2-yl)-(1-trityl-1H-imidazol-4-yl)ketone), O (water), BrC=1C=NC=CC1 (3-Bromopyridine). The solvent is CCCCCC (hexane), C(CC(O)(C(=O)O)CC(=O)O)(=O)O (citric acid), C1CCOC1 (THF), CCOCC (ether). Reaction conditions: temperature -78 celsius, time 20 minute. Product: N1C=NC(=C1)C(O)(C=1C=NC=CC1)C1=CC2=CC=C(C=C2C=C1)OC ((1H-Imidazol-4-yl)-(6-methoxynaphthalen-2-yl)-(pyridin-3-yl)methanol). As a reaction SMILES: Br[C:2]1[CH:3]=[N:4][CH:5]=[CH:6][CH:7]=1.C([Li])CCC.[CH3:13][O:14][C:15]1[CH:16]=[C:17]2[C:22](=[CH:23][CH:24]=1)[CH:21]=[C:20]([C:25]([C:27]1[N:28]=[CH:29][N:30](C(C3C=CC=CC=3)(C3C=CC=CC=3)C3C=CC=CC=3)[CH:31]=1)=[O:26])[CH:19]=[CH:18]2.O>CCOCC.CCCCCC.C1COCC1.C(O)(=O)CC(CC(O)=O)(C(O)=O)O>[NH:30]1[CH:31]=[C:27]([C:25]([C:20]2[CH:19]=[CH:18][C:17]3[C:22](=[CH:23][CH:24]=[C:15]([O:14][CH3:13])[CH:16]=3)[CH:21]=2)([C:2]2[CH:3]=[N:4][CH:5]=[CH:6][CH:7]=2)[OH:26])[N:28]=[CH:29]1. Reported procedure: 3-Bromopyridine (0.92 ml) was dissolved in ether (20 ml), and the solution was cooled at −78° C. To the solution was slowly added dropwise a solution of n-butyllithium in hexane (1.6 M 5.9 ml), the mixture was stirred for 20 min at −78° C. To the reaction mixture was slowly added a solution of (6-methoxynaphthalen-2-yl)-(1-trityl-1H-imidazol-4-yl)ketone (1.0 g) in THF (8 ml), and the mixture was stirred for 30 min at −78° C. To the reaction mixture was added water, and mixture was diluted with 2...